Dataset: the Open Reaction Database (ORD), a public repository of structured organic reaction records. Task: describe an organic reaction: reactants, conditions, products, and yield Reactants: [OH-].[K+] (KOH), BrC1=CC(=C(N)C=C1F)[N+](=O)[O-] (4-Bromo-5-fluoro-2-nitroaniline), [O-]Cl.[Na+] (NaOCl). Solvent: O (water), C(C)O (ethanol). Reaction conditions: temperature 2.5 celsius, time 90 minute. Yields the product BrC1=CC=2C(=[N+](ON2)[O-])C=C1F (5-Bromo-6-fluorobenzo[c][1,2,5]oxadiazole 1-oxide). Isolated yield 41.7%. Reaction SMILES: [Br:1][C:2]1[C:8]([F:9])=[CH:7][C:5]([NH2:6])=[C:4]([N+:10]([O-:12])=O)[CH:3]=1.[OH-:13].[K+].[O-]Cl.[Na+]>C(O)C.O>[Br:1][C:2]1[C:8]([F:9])=[CH:7][C:5]2=[N+:6]([O-:13])[O:12][N:10]=[C:4]2[CH:3]=1 |f:1.2,3.4|. Procedure: 4-Bromo-5-fluoro-2-nitroaniline (8.5 g, 36 mmol) was stirred in 200 mL ethanol and treated with 45% KOH solution (4.5 g, 36 mmol) to produce a dark solution. This solution was cooled to 0-5° C. and treated dropwise with 6% NaOCl solution (84 g, 68 mmol) over 20 min while maintaining the temperature below 10° C. After 90 min, the mixture was diluted with 300 mL water and extracted twice with 200 mL portions of ethyl acetate. The combined extracts were washed with 30 mL saturated NaCl, dried (Na2S... Reactants: ClC1=CC=C(C(=O)N(C)[C@@H]2CC[C@H](CC2)C2=CC=C(C=C2)C(C)NC)C=C1 (trans-N-(4-chlorobenzoyl)-N-methyl-4-[4-(1-methylaminoethyl)phenyl]cyclohexylamine), BrCCCO (3-bromo-1-propanol). Yields the product ClC1=CC=C(C(=O)N(C)[C@@H]2CC[C@H](CC2)C2=CC=C(C=C2)C(C)NCCCCO)C=C1 (trans-N-(4-chlorobenzoyl)-N-methyl-4-[4-(1-((3-hydroxypropyl))methylaminoethyl)phenyl]-cyclohexylamine). As a reaction SMILES: [Cl:1][C:2]1[CH:27]=[CH:26][C:5]([C:6]([N:8]([C@H:10]2[CH2:15][CH2:14][C@H:13]([C:16]3[CH:21]=[CH:20][C:19]([CH:22]([NH:24][CH3:25])[CH3:23])=[CH:18][CH:17]=3)[CH2:12][CH2:11]2)[CH3:9])=[O:7])=[CH:4][CH:3]=1.Br[CH2:29][CH2:30][CH2:31][OH:32]>>[Cl:1][C:2]1[CH:3]=[CH:4][C:5]([C:6]([N:8]([C@H:10]2[CH2:11][CH2:12][C@H:13]([C:16]3[CH:17]=[CH:18][C:19]([CH:22]([NH:24][CH2:25][CH2:29][CH2:30][CH2:31][OH:32])[CH3:23])=[CH:20][CH:21]=3)[CH2:14][CH2:15]2)[CH3:9])=[O:7])=[CH:26][CH:27]=1. Procedure: from trans-N-(4-chlorobenzoyl)-N-methyl-4-[4-(1-methylaminoethyl)phenyl]cyclohexylamine and 3-bromo-1-propanol. Melting point: 88°-90° C. The reactants are CCN(C(C)C)C(C)C, ClCCl, Fc1ccc(CN2CCNCC2)cc1, O=C(O)CN1CCC(c2ccccc2)(c2ccccc2)C1=O. The product is O=C(CN1CCC(c2ccccc2)(c2ccccc2)C1=O)N1CCN(Cc2ccc(F)cc2)CC1. As a reaction SMILES: [CH:37]([N:38]([CH:39]([CH3:40])[CH3:41])[CH2:42][CH3:43])([CH3:44])[CH3:45].[Cl:46][CH2:47][Cl:48].[F:1][c:2]1[cH:3][cH:4][c:5]([CH2:6][N:7]2[CH2:8][CH2:9][NH:10][CH2:11][CH2:12]2)[cH:13][cH:14]1.[O:15]=[C:16]1[N:17]([CH2:33][C:34](=[O:35])[OH:36])[CH2:18][CH2:19][C:20]1([c:21]1[cH:22][cH:23][cH:24][cH:25][cH:26]1)[c:27]1[cH:28][cH:29][cH:30][cH:31][cH:32]1>>[F:1][c:2]1[cH:3][cH:4][c:5]([CH2:6][N:7]2[CH2:8][CH2:9][N:10]([C:34]([CH2:33][N:17]3[C:16](=[O:15])[C:20]([c:21]4[cH:22][cH:23][cH:24][cH:25][cH:26]4)([c:27]4[cH:28][cH:29][cH:30][cH:31][cH:32]4)[CH2:19][CH2:18]3)=[O:35])[CH2:11][CH2:12]2)[cH:13][cH:14]1. The reactants are BrC1=CC2=C(C=N1)C=C(N2C(=O)OC(C)(C)C)C=2C=NN(C2)C(=O)OC(C)(C)C (tert-Butyl 6-bromo-2-(1-(tert-butoxycarbonyl)-1H-pyrazol-4-yl)-1H-pyrrolo[3,2-c]pyridine-1-carboxylate), CN(S(=O)(=O)C1=CC=C(C=C1)N)C (4-(N,N-dimethylsulfamoyl)phenylamine). Product: C(C)(C)(C)OC(=O)N1N=CC(=C1)C1=CC=2C=NC(=CC2N1C(=O)OC(C)(C)C)NC1=CC=C(C=C1)S(N(C)C)(=O)=O (tert-Butyl 2-(1-(tert-butoxycarbonyl)-1H-pyrazol-4-yl)-6-(4-(N,N-dimethylsulfamoyl)phenylamino)-1H-pyrrolo[3,2-c]pyridine-1-carboxylate). Yield: 86.0%. RXN SMILES: Br[C:2]1[N:7]=[CH:6][C:5]2[CH:8]=[C:9]([C:18]3[CH:19]=[N:20][N:21]([C:23]([O:25][C:26]([CH3:29])([CH3:28])[CH3:27])=[O:24])[CH:22]=3)[N:10]([C:11]([O:13][C:14]([CH3:17])([CH3:16])[CH3:15])=[O:12])[C:4]=2[CH:3]=1.[CH3:30][N:31]([CH3:42])[S:32]([C:35]1[CH:40]=[CH:39][C:38]([NH2:41])=[CH:37][CH:36]=1)(=[O:34])=[O:33]>>[C:26]([O:25][C:23]([N:21]1[CH:22]=[C:18]([C:9]2[N:10]([C:11]([O:13][C:14]([CH3:16])([CH3:15])[CH3:17])=[O:12])[C:4]3[CH:3]=[C:2]([NH:41][C:38]4[CH:39]=[CH:40][C:35]([S:32](=[O:34])(=[O:33])[N:31]([CH3:30])[CH3:42])=[CH:36][CH:37]=4)[N:7]=[CH:6][C:5]=3[CH:8]=2)[CH:19]=[N:20]1)=[O:24])([CH3:29])([CH3:27])[CH3:28]. Reported procedure: The title compound was prepared in 86% yield from compound (10) and 4-(N,N-dimethylsulfamoyl)phenylamine using the method described for Preparation 35. 1H-NMR (d6-DMSO, 500 MHz): δ 1.48 (s, 9H), 1.60 (s, 9H), 2.58 (s, 9H), 6.87 (d, J=0.63 Hz, 1H), 7.61 (d, J=9.14 Hz, 2H), 7.65 (s, 1H), 7.90 (d, J=8.83 Hz, 2H), 8.05 (d, J=0.63 Hz, 1H), 8.49 (d, J=0.63 Hz, 1H), 8.57 (d, J=0.95 Hz, 1H), 9.67 (s, 1H). Reactants: COc1ccncc1-c1ccc2c(c1)c(Nc1nc3cc(CO)ccc3n1-c1ccccc1)nn2COCC[Si](C)(C)C, CCO, Cl. Yields the product COc1ccncc1-c1ccc2[nH]nc(Nc3nc4cc(CO)ccc4n3-c3ccccc3)c2c1. RXN SMILES: [CH3:1][O:2][c:3]1[c:4](-[c:9]2[cH:10][c:11]3[c:12]([NH:26][c:27]4[n:28][c:29]5[c:30]([n:31]4-[c:32]4[cH:33][cH:34][cH:35][cH:36][cH:37]4)[cH:38][cH:39][c:40]([CH2:42][OH:43])[cH:41]5)[n:13][n:14]([CH2:18][O:19][CH2:20][CH2:21][Si:22]([CH3:23])([CH3:24])[CH3:25])[c:15]3[cH:16][cH:17]2)[cH:5][n:6][cH:7][cH:8]1.[CH3:45][CH2:46][OH:47].[ClH:44]>>[CH3:1][O:2][c:3]1[c:4](-[c:9]2[cH:10][c:11]3[c:12]([NH:26][c:27]4[n:28][c:29]5[c:30]([n:31]4-[c:32]4[cH:33][cH:34][cH:35][cH:36][cH:37]4)[cH:38][cH:39][c:40]([CH2:42][OH:43])[cH:41]5)[n:13][nH:14][c:15]3[cH:16][cH:17]2)[cH:5][n:6][cH:7][cH:8]1.